This data is from the Open Reaction Database (ORD), a public repository of structured organic reaction records. The task is: describe an organic reaction: reactants, conditions, products, and yield The reactants are N1=CC(=CC=C1)CC#N (3-pyridineacetonitrile), C(C)=O (acetaldehyde), C([O-])([O-])=O.[Cs+].[Cs+] (cesium carbonate). Run in C(C)O (ethanol). Run at temperature 20 celsius, time 30 hour. Yields the product C(C)=C(C#N)C=1C=NC=CC1 (α-ethylidene 3-pyridineacetonitrile). Reaction SMILES: [N:1]1[CH:6]=[CH:5][CH:4]=[C:3]([CH2:7][C:8]#[N:9])[CH:2]=1.[CH:10](=O)[CH3:11].C(=O)([O-])[O-].[Cs+].[Cs+]>C(O)C>[CH:10](=[C:7]([C:3]1[CH:2]=[N:1][CH:6]=[CH:5][CH:4]=1)[C:8]#[N:9])[CH3:11] |f:2.3.4|. Procedure: A mixture of 57 g of 3-pyridineacetonitrile, 23.3 g of acetaldehyde and 0.5 g of cesium carbonate were dissolved in 1 liter of ethanol. The solution was stirred at 20° C. for 30 hours, then partitioned between 2 liters of water and 1 liter of ether. The aqueous phase was extracted with three 1 liter portions of ether and then 500 ml of ethyl acetate. All organic layers were combined, dried and the solvent removed at reduced pressure giving an orange oil. This oil was purified by chromatography o...